Dataset: the Open Reaction Database (ORD), a public repository of structured organic reaction records. Task: describe an organic reaction: reactants, conditions, products, and yield Reactants: S1C(=CC=C1)CC(C(=O)OC)C(=O)[O-] (monomethyl 2-thienylmethylmalonate), C(C)NCC (diethylamine), C=O (formaldehyde). Product: S1C(=CC=C1)CC(C(=O)OC)=C (Methyl 2-(2-thienylmethyl)acrylate). Yield: 75.4%. RXN SMILES: [S:1]1[CH:5]=[CH:4][CH:3]=[C:2]1[CH2:6][CH:7]([C:12]([O-])=O)[C:8]([O:10][CH3:11])=[O:9].C(NCC)C.C=O>>[S:1]1[CH:5]=[CH:4][CH:3]=[C:2]1[CH2:6][C:7](=[CH2:12])[C:8]([O:10][CH3:11])=[O:9]. Reported procedure: 11.8 g of monomethyl 2-thienylmethylmalonate, 5.8 ml of diethylamine and 5.0 ml of 36% aqueous formaldehyde solution are stirred under argon at R.T. for 1 h. The water is subsequently removed in vacuo, and the residue is chromatographed. 7.6 g of the title compound are obtained as a colorless liquid. The reactants are FC(C(C(F)(F)F)(OCOC)C1=CC(=C(OC=2C=C(C=CC2)CCO)C=C1)CCC)(F)F (2-(3-(4-(1,1,1,3,3,3-Hexafluoro-2-(methoxymethoxy)propan-2-yl)-2-propylphenoxy) phenyl)ethanol), O1COC2=C1C=CC(=C2)C2(C=NC=N2)C (5-(benzo[d][1,3]dioxol-5-yl)-5-methylimidazol), CC(C)OC1=CC=C(C=C1)C1(C(NC(N1)=O)=O)C (5-(4-(1-methylethoxy)phenyl)-5-methylimidazolidine-2,4-dione). Product: O1COC2=C1C=CC(=C2)C2(C(N(C(N2)=O)CCC2=CC(=CC=C2)OC2=C(C=C(C=C2)C(C(F)(F)F)(C(F)(F)F)O)CCC)=O)C (5-(benzo[d][1,3]dioxol-5-yl)-3-(3-(4-(1,1,1,3,3,3-hexafluoro-2-hydroxypropan-2-yl)-2-propylphenoxy)phenethyl)-5-methylimidazolidine-2,4-dione). Reaction SMILES: [F:1][C:2]([F:32])([F:31])[C:3]([C:12]1[CH:27]=[CH:26][C:15]([O:16][C:17]2[CH:18]=[C:19]([CH2:23][CH2:24]O)[CH:20]=[CH:21][CH:22]=2)=[C:14]([CH2:28][CH2:29][CH3:30])[CH:13]=1)([O:8]COC)[C:4]([F:7])([F:6])[F:5].[O:33]1C2C=CC(C3(C)N=CN=C3)=CC=2OC1.C[CH:49]([O:51][C:52]1[CH:57]=[CH:56][C:55]([C:58]2([CH3:65])[NH:62][C:61](=[O:63])[NH:60][C:59]2=[O:64])=[CH:54][CH:53]=1)C>>[O:51]1[C:52]2[CH:57]=[CH:56][C:55]([C:58]3([CH3:65])[NH:62][C:61](=[O:63])[N:60]([CH2:24][CH2:23][C:19]4[CH:20]=[CH:21][CH:22]=[C:17]([O:16][C:15]5[CH:26]=[CH:27][C:12]([C:3]([OH:8])([C:4]([F:5])([F:6])[F:7])[C:2]([F:31])([F:32])[F:1])=[CH:13][C:14]=5[CH2:28][CH2:29][CH3:30])[CH:18]=4)[C:59]3=[O:64])=[CH:54][C:53]=2[O:33][CH2:49]1. Reported procedure: 2-(3-(4-(1,1,1,3,3,3-Hexafluoro-2-(methoxymethoxy)propan-2-yl)-2-propylphenoxy) phenyl)ethanol was used in place of 1-(3-(4-(1,1,1,3,3,3-hexafluoro-2-(methoxymethoxy)propan-2-yl)-2-propyl phenoxy)phenyl) ethanol; and 5-(benzo[d][1,3]dioxol-5-yl)-5-methylimidazol dine-2,4-dione was used in place of 5-(4-(1-methylethoxy)phenyl)-5-methylimidazolidine-2,4-dione for a similar operation as Example 27 b), and the title compound was obtained as a colorless oil. Reactants: C(#C)C=1C=CC2=C(N(C(=N2)OCCF)C2=NC(=NC=C2)N)C1 (4-[6-ethynyl-2-(2-fluoroethoxy)-1H-1,3-benzodiazol-1-yl]pyrimidin-2-amine), C(C)(C)[N-]C(C)C.[Li+] (lithium diisopropylamide), N1=C(N=CC=C1)C(C)=O (1-(pyrimidin-2-yl)ethan-1-one). Run in O1CCCC1 (tetrahydrofuran), O1CCCC1 (tetrahydrofuran). Yields the product NC1=NC=CC(=N1)N1C(=NC2=C1C=C(C=C2)C#CC(C)(O)C2=NC=CC=N2)OCCF (4-[1-(2-aminopyrimidin-4-yl)-2-(2-fluoroethoxy)-1H-1,3-benzodiazol-6-yl]-2-(pyrimidin-2-yl)but-3-yn-2-ol). Yield: 8.8%. Reaction SMILES: [C:1]([C:3]1[CH:4]=[CH:5][C:6]2[N:10]=[C:9]([O:11][CH2:12][CH2:13][F:14])[N:8]([C:15]3[CH:20]=[CH:19][N:18]=[C:17]([NH2:21])[N:16]=3)[C:7]=2[CH:22]=1)#[CH:2].C([N-]C(C)C)(C)C.[Li+].[N:31]1[CH:36]=[CH:35][CH:34]=[N:33][C:32]=1[C:37](=[O:39])[CH3:38]>O1CCCC1>[NH2:21][C:17]1[N:16]=[C:15]([N:8]2[C:7]3[CH:22]=[C:3]([C:1]#[C:2][C:37]([C:32]4[N:33]=[CH:34][CH:35]=[CH:36][N:31]=4)([OH:39])[CH3:38])[CH:4]=[CH:5][C:6]=3[N:10]=[C:9]2[O:11][CH2:12][CH2:13][F:14])[CH:20]=[CH:19][N:18]=1 |f:1.2|. Procedure: To a solution of 4-[6-ethynyl-2-(2-fluoroethoxy)-1H-1,3-benzodiazol-1-yl]pyrimidin-2-amine (30 mg, 0.10 mmol) in tetrahydrofuran (0.5 mL) under a nitrogen atmosphere at −78° C. was added a lithium diisopropylamide solution (0.3 mL, 3.00 equiv) dropwise with stirring. The reaction mixture was stirred at −78° C. for 15 min. A solution of 1-(pyrimidin-2-yl)ethan-1-one (48.8 mg, 0.40 mmol) in tetrahydrofuran (0.5 mL) was then added and the mixture was stirred at −78° C. for another 20 min. The resul... Reactants: [Si](C)(C)(C(C)(C)C)O[C@H](C)C(C(=O)OCC)=C (ethyl 2-[(1R)-1-(t-butyldimethylsilyloxy)ethyl]acrylate), COC1=CC=C(CN)C=C1 (4-methoxybenzylamine). The solvent is CO (methanol). Reaction conditions: time 2 day. Yields the product [Si](C)(C)(C(C)(C)C)O[C@@H]([C@@H](C(=O)OCC)CNCC1=CC=C(C=C1)OC)C (ethyl (2S,3R)-3-(t-butyldimethylsilyloxy)-2-(4-methoxybenzylaminomethyl)butanoate). Isolated yield 109.5%. As a reaction SMILES: [Si:1]([O:8][C@@H:9]([C:11](=[CH2:17])[C:12]([O:14][CH2:15][CH3:16])=[O:13])[CH3:10])([C:4]([CH3:7])([CH3:6])[CH3:5])([CH3:3])[CH3:2].[CH3:18][O:19][C:20]1[CH:27]=[CH:26][C:23]([CH2:24][NH2:25])=[CH:22][CH:21]=1>CO>[Si:1]([O:8][C@H:9]([CH3:10])[C@H:11]([CH2:17][NH:25][CH2:24][C:23]1[CH:26]=[CH:27][C:20]([O:19][CH3:18])=[CH:21][CH:22]=1)[C:12]([O:14][CH2:15][CH3:16])=[O:13])([C:4]([CH3:6])([CH3:7])[CH3:5])([CH3:2])[CH3:3]. Procedure: To a solution of ethyl 2-[(1R)-1-(t-butyldimethylsilyloxy)ethyl]acrylate (15 g) in methanol (300 ml) was added 4-methoxybenzylamine (8.05 g) at room temperature. After stirring for 2 days, the solvent was removed by evaporation to give crude ethyl (2S,3R)-3-(t-butyldimethylsilyloxy)-2-(4-methoxybenzylaminomethyl)butanoate (25.14 g). As a reaction SMILES: [CH2:1]([CH:3]1[NH:8][CH:7]([C:9]2[CH:14]=[CH:13][CH:12]=[CH:11][CH:10]=2)[CH:6]([NH2:15])[CH2:5][CH2:4]1)[CH3:2].[C:16]([C:24]([C:39]([OH:41])=[O:40])([OH:38])[C:25]([C:30](=[O:37])[C:31]1[CH:36]=[CH:35][CH:34]=[CH:33][CH:32]=1)([OH:29])[C:26]([OH:28])=[O:27])(=[O:23])[C:17]1[CH:22]=[CH:21][CH:20]=[CH:19][CH:18]=1>CC(O)C.O>[C:30]([C@@:25]([C:26]([OH:28])=[O:27])([OH:29])[C@@:24]([C:16](=[O:23])[C:17]1[CH:22]=[CH:21][CH:20]=[CH:19][CH:18]=1)([OH:38])[C:39]([OH:41])=[O:40])(=[O:37])[C:31]1[CH:36]=[CH:35][CH:34]=[CH:33][CH:32]=1.[CH2:1]([C@@H:3]1[NH:8][C@@H:7]([C:9]2[CH:14]=[CH:13][CH:12]=[CH:11][CH:10]=2)[C@@H:6]([NH2:15])[CH2:5][CH2:4]1)[CH3:2] |f:4.5|. Reactants: C(C)C1CCC(C(N1)C1=CC=CC=C1)N ((+/−)-6-Ethyl-2-phenyl-piperidin-3-ylamine), C(C1=CC=CC=C1)(=O)C(C(C(=O)O)(O)C(C1=CC=CC=C1)=O)(O)C(=O)O ((−) dibenzoyltartaric acid), resultant solid. Reported procedure: (+/−)-6-Ethyl-2-phenyl-piperidin-3-ylamine (102 mg, 0.50 mmol) and (−) dibenzoyltartaric acid were dissolved by heating in 5 mL 2-propanol and 1 mL water. The resultant solid (26 mg, 25%) was determined to be 94% enriched in the (2S,3S,6S)-enantiomer. Run in CC(C)O (2-propanol), O (water). Product: C(C1=CC=CC=C1)(=O)[C@]([C@](C(=O)O)(O)C(C1=CC=CC=C1)=O)(O)C(=O)O.C(C)[C@H]1CC[C@@H]([C@@H](N1)C1=CC=CC=C1)N ((2S,3S,6S)-6-Ethyl-2-phenyl-piperidin-3-ylamine dibenzoyl-L-tartrate). The reactants are C(CCC)[Li] (n-butyl lithium), BrC1=CC(=C(C(=C1)C)N1N=C(C(=C1CC)CN1CC2=CC=CC=C2C[C@@H]1COCC)CC)C ((R)-2-[1-(4-bromo-2,6-dimethylphenyl)-3,5-diethyl-1H-pyrazol-4-ylmethyl]-3-ethoxymethyl-1,2,3,4-tetrahydro-isoquinoline), O (water). Solvent: O1CCCC1 (tetrahydrofuran). Conditions: temperature -78 celsius, time 10 minute. Yields the product CC1=C(C(=CC=C1)C)N1N=C(C(=C1CC)CN1CC2=CC=CC=C2C[C@@H]1COCC)CC ((R)-2-[1-(2,6-Dimethylphenyl)-3,5-diethyl-1H-pyrazol-4-ylmethyl]-3-ethoxymethyl-1,2,3,4-tetrahydro-isoquinoline). The yield is 60.6%. As a reaction SMILES: C([Li])CCC.Br[C:7]1[CH:12]=[C:11]([CH3:13])[C:10]([N:14]2[C:18]([CH2:19][CH3:20])=[C:17]([CH2:21][N:22]3[C@@H:31]([CH2:32][O:33][CH2:34][CH3:35])[CH2:30][C:29]4[C:24](=[CH:25][CH:26]=[CH:27][CH:28]=4)[CH2:23]3)[C:16]([CH2:36][CH3:37])=[N:15]2)=[C:9]([CH3:38])[CH:8]=1.O>O1CCCC1>[CH3:13][C:11]1[CH:12]=[CH:7][CH:8]=[C:9]([CH3:38])[C:10]=1[N:14]1[C:18]([CH2:19][CH3:20])=[C:17]([CH2:21][N:22]2[C@@H:31]([CH2:32][O:33][CH2:34][CH3:35])[CH2:30][C:29]3[C:24](=[CH:25][CH:26]=[CH:27][CH:28]=3)[CH2:23]2)[C:16]([CH2:36][CH3:37])=[N:15]1. Procedure details: To a solution of n-butyl lithium (2.5 M hexane solution; 0.028 ml, 0.071 mmol) chilled to -78° C., a solution of (R)-2-[1-(4-bromo-2,6-dimethylphenyl)-3,5-diethyl-1H-pyrazol-4-ylmethyl]-3-ethoxymethyl-1,2,3,4-tetrahydro-isoquinoline (33 mg, 0.065 mmol) in anhydrous tetrahydrofuran (0.1 ml) was added dropwise. After stirring at -78° C. for 10 minutes, water (0.1 ml) was added. The resulting mixture was warmed to room temperature and stirred for 20 minutes. The reaction was quenched by addition of... Starting materials: CCCCCCCc1ccc(-c2ncc(C#N)c(O)n2)cc1, CCOC=C(C#N)C(=O)OCC, CCCCCCCc1ccc(C(=N)N)cc1, CCO, Cl, [Na+], [OH-], O=P(Cl)(Cl)Cl. The product is CCCCCCCc1ccc(-c2ncc(C#N)c(Cl)n2)cc1. As a reaction SMILES: [C:32](#[N:33])[c:34]1[c:35]([OH:53])[n:36][c:37](-[c:40]2[cH:41][cH:42][c:43]([CH2:46][CH2:47][CH2:48][CH2:49][CH2:50][CH2:51][CH3:52])[cH:44][cH:45]2)[n:38][cH:39]1.[CH2:18]([O:19][C:20](=[O:21])[C:22](=[CH:23][O:24][CH2:25][CH3:26])[C:27]#[N:28])[CH3:29].[CH2:2]([c:3]1[cH:4][cH:5][c:6]([C:7]([NH2:8])=[NH:9])[cH:10][cH:11]1)[CH2:12][CH2:13][CH2:14][CH2:15][CH2:16][CH3:17].[CH3:59][CH2:60][OH:61].[ClH:1].[Na+:31].[OH-:30].[P:54]([Cl:55])([Cl:56])([Cl:57])=[O:58]>>[C:32](#[N:33])[c:34]1[c:35]([Cl:56])[n:36][c:37](-[c:40]2[cH:41][cH:42][c:43]([CH2:46][CH2:47][CH2:48][CH2:49][CH2:50][CH2:51][CH3:52])[cH:44][cH:45]2)[n:38][cH:39]1.